From a dataset of the Open Reaction Database (ORD), a public repository of structured organic reaction records. describe an organic reaction: reactants, conditions, products, and yield Reactants: CC(C)CNCC(C)C, CC(=O)O, CCC=O, [Mg+2], O=S(=O)([O-])[O-], O. The product is CC=CN(CC(C)C)CC(C)C. As a reaction SMILES: [CH2:16]([CH:17]([CH3:18])[CH3:19])[NH:20][CH2:21][CH:22]([CH3:23])[CH3:24].[CH3:12][C:13](=[O:14])[OH:15].[CH:7]([CH2:8][CH3:9])=[O:10].[Mg+2:1].[O-:2][S:3](=[O:4])(=[O:5])[O-:6].[OH2:11]>>[CH:7](=[CH:8][CH3:9])[N:20]([CH2:16][CH:17]([CH3:18])[CH3:19])[CH2:21][CH:22]([CH3:23])[CH3:24]. Reactants: C(C)(=O)SCC(C(=O)O)CCC(C(C)C)=O (2-acetylthiomethyl-5-oxo-6-methylheptanoic acid), C(C)(=O)SCC(C(=S)O)CC(C)=O (2-(acetylthiomethyl)-3-acetylthiopropanoic acid), C(C)(C)(C)OC([C@H]1NCCC1)=O (L-proline tert.butyl ester). Yields the product C(C)(C)(C)OC([C@H]1N(CCC1)C(C(CCC(C(C)C)=O)CSC(C)=O)=O)=O ((2-(Acetylthiomethyl)-5-oxo-6-methylheptanoyl]-L-proline tert.butyl ester). As a reaction SMILES: [C:1]([S:4][CH2:5][CH:6]([CH2:10][CH2:11][C:12](=[O:16])[CH:13]([CH3:15])[CH3:14])[C:7]([OH:9])=O)(=[O:3])[CH3:2].C(SCC(CC(=O)C)C(O)=S)(=O)C.[C:30]([O:34][C:35](=[O:41])[C@@H:36]1[CH2:40][CH2:39][CH2:38][NH:37]1)([CH3:33])([CH3:32])[CH3:31]>>[C:30]([O:34][C:35](=[O:41])[C@@H:36]1[CH2:40][CH2:39][CH2:38][N:37]1[C:7](=[O:9])[CH:6]([CH2:5][S:4][C:1](=[O:3])[CH3:2])[CH2:10][CH2:11][C:12](=[O:16])[CH:13]([CH3:15])[CH3:14])([CH3:33])([CH3:31])[CH3:32]. Procedure details: By substituting 2-acetylthiomethyl-5-oxo-6-methylheptanoic acid for the 2-(acetylthiomethyl)-3-acetylthiopropanoic acid in the procedure of Example 2, 1-[2-acetylthiomethyl)-5-oxo-6-methylheptanoyl]-L-proline tert.butyl ester is obtained. Reactants: ClC1=C(C(=CC=C1)Cl)N1C(C(C2=CC=CC=C12)=O)=O (1-(2,6-dichlorophenyl)indole-2,3-dione), [OH-].[Na+] (sodium hydroxide). Solvent: C(C)O (ethanol). Conditions: time 1 hour. The product is ClC1=C(NC2=C(C=CC=C2)C(C(=O)O)=O)C(=CC=C1)Cl (2-(2,6-dichloroanilino)phenylglyoxylic acid). Isolated yield 97.0%. RXN SMILES: [Cl:1][C:2]1[CH:7]=[CH:6][CH:5]=[C:4]([Cl:8])[C:3]=1[N:9]1[C:17]2[C:12](=[CH:13][CH:14]=[CH:15][CH:16]=2)[C:11](=[O:18])[C:10]1=[O:19].[OH-:20].[Na+]>C(O)C>[Cl:1][C:2]1[CH:7]=[CH:6][CH:5]=[C:4]([Cl:8])[C:3]=1[NH:9][C:17]1[CH:16]=[CH:15][CH:14]=[CH:13][C:12]=1[C:11](=[O:18])[C:10]([OH:19])=[O:20] |f:1.2|. Reported procedure: To a solution of 5.8 g of 1-(2,6-dichlorophenyl)indole-2,3-dione (m.p. 174°-175° C.) in 40 ml of ethanol were added 22 ml of a 1 N aqueous sodium hydroxide solution and the resulting mixture was stirred at room temperature for 1 hour. The reaction mixture was concentrated at a bath temperature of not more than 40° C. under a reduced pressure of 5 mmHg. To the residue were added 50 ml of water and the mixture was extracted with 30 ml of ether. The ether extract was separated out. The remaining aq... The reactants are N1CC(C1)N1N=C(C=2C1=NC=NC2N)C2=CC=C(C=C2)OC2=CC=CC=C2 (1-(3-azetanyl)-3-(4-phenoxyphenyl)-1H-pyrazolo[3,4-d]pyrimidin-4-amine), C([O-])([O-])=O.[K+].[K+] (potassium carbonate), ClCC(=O)Cl (chloroacetylchloride), S(=O)(=O)(O)O.NC=1NC=CN1 (2-aminoimidazole sulfate), C([O-])([O-])=O.[K+].[K+] (potassium carbonate). The solvent is CN(C=O)C (N,N-dimethylformamide). Reaction conditions: time 2 day. Product: C(C)(=O)O.NC=1N(C=CN1)CC(=O)N1CC(C1)N1N=C(C=2C1=NC=NC2N)C2=CC=C(C=C2)OC2=CC=CC=C2 (2-(2-amino-1H-1-imidazolyl)-1-{3-[4-amino-3-(4-phenoxyphenyl)-1H-pyrazolo[3,4-d]pyrimidin-1-yl]-1-azetanyl}-1-ethanone acetate). Isolated yield 14.3%. As a reaction SMILES: [NH:1]1[CH2:4][CH:3]([N:5]2[C:9]3=[N:10][CH:11]=[N:12][C:13]([NH2:14])=[C:8]3[C:7]([C:15]3[CH:20]=[CH:19][C:18]([O:21][C:22]4[CH:27]=[CH:26][CH:25]=[CH:24][CH:23]=4)=[CH:17][CH:16]=3)=[N:6]2)[CH2:2]1.C(=O)([O-])[O-:29].[K+].[K+].Cl[CH2:35][C:36](Cl)=[O:37].S(O)(O)(=O)=O.[NH2:44][C:45]1[NH:46][CH:47]=[CH:48][N:49]=1>CN(C)C=O>[C:22]([OH:29])(=[O:21])[CH3:27].[NH2:44][C:45]1[N:46]([CH2:35][C:36]([N:1]2[CH2:2][CH:3]([N:5]3[C:9]4=[N:10][CH:11]=[N:12][C:13]([NH2:14])=[C:8]4[C:7]([C:15]4[CH:16]=[CH:17][C:18]([O:21][C:22]5[CH:27]=[CH:26][CH:25]=[CH:24][CH:23]=5)=[CH:19][CH:20]=4)=[N:6]3)[CH2:4]2)=[O:37])[CH:47]=[CH:48][N:49]=1 |f:1.2.3,5.6,8.9|. Procedure: To a mixture of 1-(3-azetanyl)-3-(4-phenoxyphenyl)-1H-pyrazolo[3,4-d]pyrimidin-4-amine (0.05 g, 0.00014 mol) and potassium carbonate (0.039 g, 0.00028 mol) in anhydrous N,N-dimethylformamide (3 mL) was added chloroacetylchloride (0.0031 g, 0.00028 mol) at room temperature. The mixture was stirred for 10 min. before 2-aminoimidazole sulfate (0.18 g, 0.0014 mol) and potassium carbonate (0.19 g, 0.0014 mol) was added. The mixture was stirred at room temperature for 2 days then warmed to 60° C. for ... Starting materials: COC=1C=C2C(=CN(C2=CC1)CCC1=CSC=C1)C1CCNCC1 (5-methoxy-3-piperidin-4-yl-1-(2-thiophen-3-yl-ethyl)-1H-indole), COC(C1=CC(=CC=C1)CBr)=O (3-bromomethyl-benzoic acid methyl ester). The product is COC=1C=C2C(=CN(C2=CC1)CCC1=CSC=C1)C1CCN(CC1)CC=1C=C(C(=O)O)C=CC1 (3-{4-[5-methoxy-1-(2-thiophen-3-yl-ethyl)-1H-indol-3-yl]-piperidin-1-ylmethyl}-benzoic acid). As a reaction SMILES: [CH3:1][O:2][C:3]1[CH:4]=[C:5]2[C:9](=[CH:10][CH:11]=1)[N:8]([CH2:12][CH2:13][C:14]1[CH:18]=[CH:17][S:16][CH:15]=1)[CH:7]=[C:6]2[CH:19]1[CH2:24][CH2:23][NH:22][CH2:21][CH2:20]1.C[O:26][C:27](=[O:36])[C:28]1[CH:33]=[CH:32][CH:31]=[C:30]([CH2:34]Br)[CH:29]=1>>[CH3:1][O:2][C:3]1[CH:4]=[C:5]2[C:9](=[CH:10][CH:11]=1)[N:8]([CH2:12][CH2:13][C:14]1[CH:18]=[CH:17][S:16][CH:15]=1)[CH:7]=[C:6]2[CH:19]1[CH2:24][CH2:23][N:22]([CH2:34][C:30]2[CH:29]=[C:28]([CH:33]=[CH:32][CH:31]=2)[C:27]([OH:36])=[O:26])[CH2:21][CH2:20]1. Procedure: This compound was prepared following the procedure described in example 13 (part D) starting with 1.7 g (5 mmol) of 5-methoxy-3-piperidin-4-yl-1-(2-thiophen-3-yl-ethyl)-1H-indole and 1.3 g (5.5 mmol) of 3-bromomethyl-benzoic acid methyl ester. After standard work-up, 0.8 g (34% of yield) of the expected acid were obtained. Reactants: ClC=1C=CC(=C(C(=O)O)C1)COC1CCCC1 (5-Chloro-2-[(cyclopentyloxy)methyl]benzoic acid), Cl.N[C@@H](C)C1=CC=C(C(=O)OC)C=C1 (Methyl 4-[(1S)-1-aminoethyl]benzoate hydrochloride). Yields the product ClC=1C=CC(=C(C(=O)N[C@@H](C)C2=CC=C(C(=O)OC)C=C2)C1)COC1CCCC1 (Methyl 4-[(1S)-1-({5-chloro-2-[(cyclopentyloxy)methyl]benzoyl}amino)ethyl]benzoate). As a reaction SMILES: [Cl:1][C:2]1[CH:3]=[CH:4][C:5]([CH2:11][O:12][CH:13]2[CH2:17][CH2:16][CH2:15][CH2:14]2)=[C:6]([CH:10]=1)[C:7]([OH:9])=O.Cl.[NH2:19][C@H:20]([C:22]1[CH:31]=[CH:30][C:25]([C:26]([O:28][CH3:29])=[O:27])=[CH:24][CH:23]=1)[CH3:21]>>[Cl:1][C:2]1[CH:3]=[CH:4][C:5]([CH2:11][O:12][CH:13]2[CH2:17][CH2:16][CH2:15][CH2:14]2)=[C:6]([CH:10]=1)[C:7]([NH:19][C@H:20]([C:22]1[CH:31]=[CH:30][C:25]([C:26]([O:28][CH3:29])=[O:27])=[CH:24][CH:23]=1)[CH3:21])=[O:9] |f:1.2|. Reported procedure: The title compound was prepared according to the procedure described in step 6 of Example 1 from 5-chloro-2-[(cyclopentyloxy)methyl]benzoic acid (step 1) and methyl 4-[(1S)-1-aminoethyl]benzoate hydrochloride (step 5 of Example 1): Reactants: O=C(Nc1cnc(-c2ccncc2)c(-c2ccc(OCc3ccccc3)nc2)n1)C1CC1, CCO. Product: O=C(Nc1cnc(-c2ccncc2)c(-c2ccc(O)nc2)n1)C1CC1. As a reaction SMILES: [CH2:1]([c:2]1[cH:3][cH:4][cH:5][cH:6][cH:7]1)[O:8][c:9]1[cH:10][cH:11][c:12](-[c:15]2[c:16](-[c:27]3[cH:28][cH:29][n:30][cH:31][cH:32]3)[n:17][cH:18][c:19]([NH:21][C:22](=[O:23])[CH:24]3[CH2:25][CH2:26]3)[n:20]2)[cH:13][n:14]1.[CH3:33][CH2:34][OH:35]>>[OH:8][c:9]1[cH:10][cH:11][c:12](-[c:15]2[c:16](-[c:27]3[cH:28][cH:29][n:30][cH:31][cH:32]3)[n:17][cH:18][c:19]([NH:21][C:22](=[O:23])[CH:24]3[CH2:25][CH2:26]3)[n:20]2)[cH:13][n:14]1.